This data is from the Open Reaction Database (ORD), a public repository of structured organic reaction records. The task is: describe an organic reaction: reactants, conditions, products, and yield Starting materials: CC(C)(C)OC(=O)CBr, CC1CN(C(=O)COc2ccc(Cl)cc2CO)C(C)CN1Cc1ccc(F)cc1, [H-], [Na+], C1CCOC1. Product: CC1CN(C(=O)COc2ccc(Cl)cc2COCC(=O)OC(C)(C)C)C(C)CN1Cc1ccc(F)cc1. As a reaction SMILES: [Br:32][CH2:33][C:34](=[O:35])[O:36][C:37]([CH3:38])([CH3:39])[CH3:40].[Cl:3][c:4]1[cH:5][c:6]([CH2:30][OH:31])[c:7]([O:8][CH2:9][C:10](=[O:11])[N:12]2[CH:13]([CH3:27])[CH2:14][N:15]([CH2:19][c:20]3[cH:21][cH:22][c:23]([F:26])[cH:24][cH:25]3)[CH:16]([CH3:18])[CH2:17]2)[cH:28][cH:29]1.[H-:1].[Na+:2].[O:41]1[CH2:42][CH2:43][CH2:44][CH2:45]1>>[Cl:3][c:4]1[cH:5][c:6]([CH2:30][O:31][CH2:33][C:34](=[O:35])[O:36][C:37]([CH3:38])([CH3:39])[CH3:40])[c:7]([O:8][CH2:9][C:10](=[O:11])[N:12]2[CH:13]([CH3:27])[CH2:14][N:15]([CH2:19][c:20]3[cH:21][cH:22][c:23]([F:26])[cH:24][cH:25]3)[CH:16]([CH3:18])[CH2:17]2)[cH:28][cH:29]1. The reactants are Cl, O, CC(=O)Nc1nc2c(s1)-c1c(cnn1-c1ccccc1)C2. The product is Nc1nc2c(s1)-c1c(cnn1-c1ccccc1)C2. As a reaction SMILES: [ClH:22].[OH2:23].[c:1]1(-[n:7]2[n:8][cH:9][c:10]3[c:11]2-[c:12]2[s:13][c:14]([NH:18][C:19](=[O:20])[CH3:21])[n:15][c:16]2[CH2:17]3)[cH:2][cH:3][cH:4][cH:5][cH:6]1>>[c:1]1(-[n:7]2[n:8][cH:9][c:10]3[c:11]2-[c:12]2[s:13][c:14]([NH2:18])[n:15][c:16]2[CH2:17]3)[cH:2][cH:3][cH:4][cH:5][cH:6]1. Reactants: CO, Cc1cc2c(c(C)c1[N+](=O)[O-])CCCC2=O. Product: Cc1cc2c(c(C)c1N)CCCC2=O. As a reaction SMILES: [CH3:17][OH:18].[CH3:1][c:2]1[c:3]2[c:8]([cH:9][c:10]([CH3:15])[c:11]1[N+:12]([O-:13])=[O:14])[C:7](=[O:16])[CH2:6][CH2:5][CH2:4]2>>[CH3:1][c:2]1[c:3]2[c:8]([cH:9][c:10]([CH3:15])[c:11]1[NH2:12])[C:7](=[O:16])[CH2:6][CH2:5][CH2:4]2. Conditions: temperature 60 celsius. Run in CN(C=O)C (N,N-dimethylformamide). Yields the product CC1(OB(OC1(C)C)C1=C(C=CC=C1)NC(=O)[C@H]1N(CCC1)C(=O)OC(C)(C)C)C ((S)-tert-butyl 2-(2-(4,4,5,5-tetramethyl-1,3,2-dioxaborolan-2-yl)phenylcarbamoyl)pyrrolidine-1-carboxylate). Procedure: To 2-aminophenylboronic acid pinacol ester a (3.0 g, 0.014 mol) and N-Boc-L-proline b (3.0 g, 0.014 mol) in N,N-dimethylformamide (15 mL) was added N-(3-dimethylaminopropyl)-N′-ethylcarbodiimide hydrochloride (2.6 g, 0.014 mol), 1-hydrozybenzotriazole (1.9 g, 0.014 mol), and then N,N-diisopropylethylamine (2.4 mL, 0.014 mol). The reaction was heated to 60° C., stirred several days, cooled to room temperature, and then quenched by the addition of a saturated aqueous solution of sodium bicarbonate... As a reaction SMILES: [NH2:1][C:2]1[CH:7]=[CH:6][CH:5]=[CH:4][C:3]=1[B:8]1[O:16][C:13]([CH3:15])([CH3:14])[C:10]([CH3:12])([CH3:11])[O:9]1.[C:17]([N:24]1[CH2:31][CH2:30][CH2:29][C@H:25]1[C:26](O)=[O:27])([O:19][C:20]([CH3:23])([CH3:22])[CH3:21])=[O:18].Cl.CN(C)CCCN=C=NCC.C(N(CC)C(C)C)(C)C>CN(C)C=O>[CH3:12][C:10]1([CH3:11])[C:13]([CH3:15])([CH3:14])[O:16][B:8]([C:3]2[CH:4]=[CH:5][CH:6]=[CH:7][C:2]=2[NH:1][C:26]([C@@H:25]2[CH2:29][CH2:30][CH2:31][N:24]2[C:17]([O:19][C:20]([CH3:23])([CH3:22])[CH3:21])=[O:18])=[O:27])[O:9]1 |f:2.3|. Reactants: C(C)(C)N(C(C)C)CC (N,N-diisopropylethylamine), NC1=C(C=CC=C1)B1OC(C)(C)C(C)(C)O1 (2-aminophenylboronic acid pinacol ester), C(=O)(OC(C)(C)C)N1[C@H](C(=O)O)CCC1 (N-Boc-L-proline), Cl.CN(CCCN=C=NCC)C (N-(3-dimethylaminopropyl)-N′-ethylcarbodiimide hydrochloride). Reactants: Ice water, C(O)([O-])=O.[Na+] (sodium hydrogen carbonate), ClC=1C=CC=2N(N1)N=C(N2)C2=CC=CC=C2 (6-chloro-2-phenyl[1,2,4]triazolo[1,5-b]pyridazine), C1(=CC=CC=C1)C(OC1CCN(CC1)CCCN)C1=CC=CC=C1 (4-(diphenylmethoxy)-1-piperidinepropanamine), C(C)N(C(C)C)C(C)C (N-ethyldiisopropylamine). Solvent: C(CCC)O (n-butanol). Product: C1(=CC=CC=C1)C(OC1CCN(CC1)CCCNC=1C=CC=2N(N1)N=C(N2)C2=CC=CC=C2)C2=CC=CC=C2 (6-[3-[4-(diphenylmethoxy)piperidino]propylamino]-2-phenyl[1,2,4]triazolo[1,5-b]pyridazine). Yield: 37.6%. As a reaction SMILES: Cl[C:2]1[CH:3]=[CH:4][C:5]2[N:6]([N:8]=[C:9]([C:11]3[CH:16]=[CH:15][CH:14]=[CH:13][CH:12]=3)[N:10]=2)[N:7]=1.[C:17]1([CH:23]([C:35]2[CH:40]=[CH:39][CH:38]=[CH:37][CH:36]=2)[O:24][CH:25]2[CH2:30][CH2:29][N:28]([CH2:31][CH2:32][CH2:33][NH2:34])[CH2:27][CH2:26]2)[CH:22]=[CH:21][CH:20]=[CH:19][CH:18]=1.C(N(C(C)C)C(C)C)C.C(=O)([O-])O.[Na+]>C(O)CCC>[C:35]1([CH:23]([C:17]2[CH:22]=[CH:21][CH:20]=[CH:19][CH:18]=2)[O:24][CH:25]2[CH2:30][CH2:29][N:28]([CH2:31][CH2:32][CH2:33][NH:34][C:2]3[CH:3]=[CH:4][C:5]4[N:6]([N:8]=[C:9]([C:11]5[CH:16]=[CH:15][CH:14]=[CH:13][CH:12]=5)[N:10]=4)[N:7]=3)[CH2:27][CH2:26]2)[CH:36]=[CH:37][CH:38]=[CH:39][CH:40]=1 |f:3.4|. Procedure: 365 mg of 6-chloro-2-phenyl[1,2,4]triazolo[1,5-b]pyridazine and 0.513 g of 4-(diphenylmethoxy)-1-piperidinepropanamine were suspended in 8 ml of n-butanol; 0.54 ml of N-ethyldiisopropylamine was added, followed by heating and refluxing for 19 hours. Ice water and sodium hydrogen carbonate were added, followed by extraction with ethyl acetate; the extract was washed with saturated saline and dried with magnesium sulfate. After the dry product was concentrated under reduced pressure, the residue w... Starting materials: CN(C)C=O, [Cl-], CCCOC(CCl)OCCC, [NH4+], O, Oc1ccc(S)cc1. Product: CCCOC(CSc1ccc(O)cc1)OCCC. As a reaction SMILES: [CH3:9][N:10]([CH3:11])[CH:12]=[O:13].[Cl-:25].[Cl:14][CH2:15][CH:16]([O:17][CH2:18][CH2:19][CH3:20])[O:21][CH2:22][CH2:23][CH3:24].[NH4+:26].[OH2:27].[SH:1][c:2]1[cH:3][cH:4][c:5]([OH:8])[cH:6][cH:7]1>>[S:1]([c:2]1[cH:3][cH:4][c:5]([OH:8])[cH:6][cH:7]1)[CH2:15][CH:16]([O:17][CH2:18][CH2:19][CH3:20])[O:21][CH2:22][CH2:23][CH3:24]. The reactants are ice water, C(C)(C)(C)C=1C=C(C=C(C1O)C(C)(C)C)C1SC(C(N1CCCO)=O)CC(=O)O (2-(3,5-di-tert-butyl-4-hydroxyphenyl)-3-(3-hydroxypropyl)-5-carboxymethyl-1,3-thiazolidin-4-one), C(C)O (ethanol), P(Br)(Br)Br (phosphorus tribromide). Run in C(C)OCC (diethyl ether). Conditions: time 3 hour. Yields the product C(C)(C)(C)C=1C=C(C=C(C1O)C(C)(C)C)C1SC(C(N1CCCBr)=O)CC(=O)OCC (2-(3,5-Di-tert-butyl-4-hydroxyphenyl)-3-(3-bromopropyl)-5-ethoxycarbonylmethyl-1,3-thiazolidin-4-one). Yield: 51.0%. As a reaction SMILES: [C:1]([C:5]1[CH:6]=[C:7]([CH:16]2[N:20]([CH2:21][CH2:22][CH2:23]O)[C:19](=[O:25])[CH:18]([CH2:26][C:27]([OH:29])=[O:28])[S:17]2)[CH:8]=[C:9]([C:12]([CH3:15])([CH3:14])[CH3:13])[C:10]=1[OH:11])([CH3:4])([CH3:3])[CH3:2].P(Br)(Br)[Br:31].[CH2:34](O)[CH3:35]>C(OCC)C>[C:12]([C:9]1[CH:8]=[C:7]([CH:16]2[N:20]([CH2:21][CH2:22][CH2:23][Br:31])[C:19](=[O:25])[CH:18]([CH2:26][C:27]([O:29][CH2:34][CH3:35])=[O:28])[S:17]2)[CH:6]=[C:5]([C:1]([CH3:3])([CH3:2])[CH3:4])[C:10]=1[OH:11])([CH3:15])([CH3:13])[CH3:14]. Reported procedure: To a suspension of 2-(3,5-di-tert-butyl-4-hydroxyphenyl)-3-(3-hydroxypropyl)-5-carboxymethyl-1,3-thiazolidin-4-one (2.45 g) in diethyl ether (30 ml) was added phosphorus tribromide (3.45 g), and the mixture was stirred at room temperature for 3 hours. To the mixture was added dropwise ethanol (30 ml) under cooling with ice, the mixture was stirred at room temperature overnight. After completion of the reaction, the reaction mixture was poured into 100 ml of ice-water, and the product was extract...